From a dataset of the Open Reaction Database (ORD), a public repository of structured organic reaction records. describe an organic reaction: reactants, conditions, products, and yield The reactants are CC1(COC1)CN1C=NC(=C1)[N+](=O)[O-] (1-(3-Methyl-oxetan-3-ylmethyl)-4-nitro-1H-imidazole), FC=1C=C2CCC(CC2=C(C1)F)NC(C(=O)O)CCC (2-(6,8-Difluoro-1,2,3,4-tetrahydro-naphthalen-2-ylamino)-pentanoic acid). Yields the product CC1(COC1)CN1C=NC(=C1)NC([C@H](CCC)NC1CC2=C(C=C(C=C2CC1)F)F)=O ((S)-2-(6,8-Difluoro-1,2,3,4-tetrahydro-naphthalen-2-ylamino)-pentanoic acid [1-(3-methyl-oxetan-3-ylmethyl)-1H-imidazol-4-yl]-amide). RXN SMILES: [CH3:1][C:2]1([CH2:6][N:7]2[CH:11]=[C:10]([N+:12]([O-])=O)[N:9]=[CH:8]2)[CH2:5][O:4][CH2:3]1.[F:15][C:16]1[CH:17]=[C:18]2[C:23](=[C:24]([F:26])[CH:25]=1)[CH2:22][CH:21]([NH:27][CH:28]([CH2:32][CH2:33][CH3:34])[C:29](O)=[O:30])[CH2:20][CH2:19]2>>[CH3:1][C:2]1([CH2:6][N:7]2[CH:11]=[C:10]([NH:12][C:29](=[O:30])[C@@H:28]([NH:27][CH:21]3[CH2:20][CH2:19][C:18]4[C:23](=[C:24]([F:26])[CH:25]=[C:16]([F:15])[CH:17]=4)[CH2:22]3)[CH2:32][CH2:33][CH3:34])[N:9]=[CH:8]2)[CH2:5][O:4][CH2:3]1. Procedure details: 1-(3-Methyl-oxetan-3-ylmethyl)-4-nitro-1H-imidazole was reduced and then coupled with 2-(6,8-Difluoro-1,2,3,4-tetrahydro-naphthalen-2-ylamino)-pentanoic acid (U.S. Ser. No. 11/078,898 filed Mar. 11, 2005) to afford the title compound: MS 433.3 m/z (M+1). The reactants are CC(C)O, [K+], [OH-], CCOC(=O)N1CCC(Nc2ccccn2)CC1. The product is c1ccc(NC2CCNCC2)nc1. As a reaction SMILES: [CH3:21][CH:22]([OH:23])[CH3:24].[K+:20].[OH-:19].[n:1]1[c:2]([NH:7][CH:8]2[CH2:9][CH2:10][N:11]([C:14]([O:15][CH2:16][CH3:17])=[O:18])[CH2:12][CH2:13]2)[cH:3][cH:4][cH:5][cH:6]1>>[n:1]1[c:2]([NH:7][CH:8]2[CH2:9][CH2:10][NH:11][CH2:12][CH2:13]2)[cH:3][cH:4][cH:5][cH:6]1. The reactants are BrC1=C(N(C2=C1C=NC=C2)CCCS(=O)(=O)C)CN2C(N(C1=C2C=NC=C1)C1CC1)=O (3-((3-bromo-1-(3-(methylsulfonyl)propyl)-1H-pyrrolo[3,2-c]pyridin-2-yl)methyl)-1-cyclopropyl-1H-imidazo[4,5-c]pyridin-2(3H)-one), ClC=1C=C2C(=CN1)N(C(=C2)CO)CCCCF ((5-chloro-1-(4-fluorobutyl)-1H-pyrrolo[2,3-c]pyridin-2-yl)methanol). Product: ClC=1C=C2C(=CN1)N(C(=C2)CN2C(N(C1=C2C=NC=C1)C1CC1)=O)CCCCF (3-((5-chloro-1-(4-fluorobutyl)-1H-pyrrolo[2,3-c]pyridin-2-yl)methyl)-1-cyclopropyl-1H-imidazo[4,5-c]pyridin-2(3H)-one). RXN SMILES: BrC1C2C=NC=CC=2N(CCCS(C)(=O)=O)C=1C[N:19]1[C:23]2[CH:24]=[N:25][CH:26]=[CH:27][C:22]=2[N:21]([CH:28]2[CH2:30][CH2:29]2)[C:20]1=[O:31].[Cl:32][C:33]1[CH:34]=[C:35]2[CH:41]=[C:40]([CH2:42]O)[N:39]([CH2:44][CH2:45][CH2:46][CH2:47][F:48])[C:36]2=[CH:37][N:38]=1>>[Cl:32][C:33]1[CH:34]=[C:35]2[CH:41]=[C:40]([CH2:42][N:19]3[C:23]4[CH:24]=[N:25][CH:26]=[CH:27][C:22]=4[N:21]([CH:28]4[CH2:29][CH2:30]4)[C:20]3=[O:31])[N:39]([CH2:44][CH2:45][CH2:46][CH2:47][F:48])[C:36]2=[CH:37][N:38]=1. Procedure details: 3-((5-chloro-1-(4-fluorobutyl)-1H-pyrrolo[2,3-c]pyridin-2-yl)methyl)-1-cyclopropyl-1H-imidazo[4,5-c]pyridin-2(3H)-one P11 was synthesized following the procedure reported for the synthesis of 3-((3-bromo-1-(3-(methylsulfonyl)propyl)-1H-pyrrolo[3,2-c]pyridin-2-yl)methyl)-1-cyclopropyl-1H-imidazo[4,5-c]pyridin-2(3H)-one P17, using (5-chloro-1-(4-fluorobutyl)-1H-pyrrolo[2,3-c]pyridin-2-yl)methanol 10 instead of (3-bromo-1-(3-(methylsulfonyl)propyl)-1H-pyrrolo[3,2-c]pyridin-2-yl)methanol 12. 1H NMR ... Reactants: C1CCOC1, CCOC(=O)Cc1ccc(NC(=O)c2cn(C)c3ccccc23)c(Cl)c1, Cl, [Na+], [OH-]. Product: Cn1cc(C(=O)Nc2ccc(CC(=O)O)cc2Cl)c2ccccc21. RXN SMILES: [CH2:29]1[O:30][CH2:31][CH2:32][CH2:33]1.[Cl:1][c:2]1[cH:3][c:4]([CH2:21][C:22](=[O:23])[O:24][CH2:25][CH3:26])[cH:5][cH:6][c:7]1[NH:8][C:9](=[O:10])[c:11]1[cH:12][n:13]([CH3:20])[c:14]2[cH:15][cH:16][cH:17][cH:18][c:19]12.[ClH:34].[Na+:28].[OH-:27]>>[Cl:1][c:2]1[cH:3][c:4]([CH2:21][C:22](=[O:23])[OH:24])[cH:5][cH:6][c:7]1[NH:8][C:9](=[O:10])[c:11]1[cH:12][n:13]([CH3:20])[c:14]2[cH:15][cH:16][cH:17][cH:18][c:19]12. The reactants are CC(=O)C1=CC=C(C=C1)Br (4-bromoacetophenone), N,N′-dimethylformamide dimethyl acetal, CN(C)C=O (N,N′-dimethylformamide), CNN (methyl hydrazine), CN(C)C=O (N,N′-dimethylformamide). Run at time 1 hour. Product: BrC1=CC=C(C=C1)C1=CC=NN1C (5-(4-bromophenyl)-1-methyl-1H-pyrazole). Reaction SMILES: [CH3:1][C:2]([C:4]1[CH:9]=[CH:8][C:7]([Br:10])=[CH:6][CH:5]=1)=O.[CH3:11][NH:12][NH2:13].[CH3:14]N(C=O)C>>[Br:10][C:7]1[CH:8]=[CH:9][C:4]([C:2]2[N:13]([CH3:14])[N:12]=[CH:11][CH:1]=2)=[CH:5][CH:6]=1. Procedure: A N,N′-dimethylformamide (15 mL) solution of 4-bromoacetophenone (10.60 g, 53.25 mmols) and N,N′-dimethylformamide dimethyl acetal (2.5 equivalents) was heated at 125 degrees Celcius for 3 hours. The dark red solution was cooled to room temperature. The volatiles were removed by rotary evaporation providing a red viscous oil. To this substance was added anhydrous N,N′-dimethylformamide (15 mL) and methyl hydrazine (7.6 g, 160 mmols, 3 equivalents). The mixture was stirred at room temperature for...